Dataset: the Open Reaction Database (ORD), a public repository of structured organic reaction records. Task: describe an organic reaction: reactants, conditions, products, and yield The reactants are ClC1=C(COC=2C=C(C=CC2)CC(=O)OCC)C(=CC=C1)C (Ethyl 2-(3-(2-chloro-6-methylbenzyloxy)phenyl)acetate), [OH-].[Na+] (NaOH), Cl (HCl). Solvent: C(C)O (ethanol). Conditions: time 3 hour. Yields the product ClC1=C(COC=2C=C(C=CC2)CC(=O)O)C(=CC=C1)C (2-(3-(2-Chloro-6-methylbenzyloxy)phenyl)acetic acid). Reaction SMILES: [Cl:1][C:2]1[CH:21]=[CH:20][CH:19]=[C:18]([CH3:22])[C:3]=1[CH2:4][O:5][C:6]1[CH:7]=[C:8]([CH2:12][C:13]([O:15]CC)=[O:14])[CH:9]=[CH:10][CH:11]=1.[OH-].[Na+].Cl>C(O)C>[Cl:1][C:2]1[CH:21]=[CH:20][CH:19]=[C:18]([CH3:22])[C:3]=1[CH2:4][O:5][C:6]1[CH:7]=[C:8]([CH2:12][C:13]([OH:15])=[O:14])[CH:9]=[CH:10][CH:11]=1 |f:1.2|. Procedure: To a stirred solution of Ethyl 2-(3-(2-chloro-6-methylbenzyloxy)phenyl)acetate (Step B, 4.94 g, 15.5 mmol) in absolute ethanol (80 ml) was added 1N NaOH (40 ml) at room temperature. The reaction mixture was stirred for 3 hours, acidified to pH 3.5-4.0 by adding 1N HCl and concentrated. The residue was taken into chloroform and washed with 0.1N HCl, brine, dried over Na2SO4, filtered, concentrated and purified by flash chromatography on a silica gel column (chloroform:methanol, 95:5 spiked with a... The reactants are ClC1=C(C=O)C(=CC=C1)F (2-chloro-6-fluorobenzaldehyde), C1(=CC=CC=C1)C(C)=O (1-phenylethanone), N1CCCCC1 (piperidine). Run at temperature 100 celsius. The product is ClC1=C(C(=CC=C1)F)/C=C/C(=O)C=1C=NC=CC1 ((2E)-3-(2-chloro-6-fluorophenyl)-1-pyridin-3-ylprop-2-en-1-one). Isolated yield 28.0%. Reaction SMILES: [Cl:1][C:2]1[CH:9]=[CH:8][CH:7]=[C:6]([F:10])[C:3]=1[CH:4]=O.[C:11]1([C:17](=[O:19])[CH3:18])[CH:16]=C[CH:14]=[CH:13][CH:12]=1.[NH:20]1CCCCC1>>[Cl:1][C:2]1[CH:9]=[CH:8][CH:7]=[C:6]([F:10])[C:3]=1/[CH:4]=[CH:18]/[C:17]([C:11]1[CH:16]=[N:20][CH:14]=[CH:13][CH:12]=1)=[O:19]. Procedure details: A mixture of 2-chloro-6-fluorobenzaldehyde (0.599 g, 3.8 mmol) and 1-phenylethanone (0.414 mL, 0.38 mmol) in piperidine (1 mL) was heated at 100° C. for 1 h. The reaction mixture was allowed to cool to rt and was concentrated. The residue was purified by column chromatography to give (2E)-3-(2-chloro-6-fluorophenyl)-1-pyridin-3-ylprop-2-en-1-one (0.28 g, 28%).